describe an organic reaction: reactants, conditions, products, and yield From a dataset of the Open Reaction Database (ORD), a public repository of structured organic reaction records. Yields the product CC(C)N1C(=O)N(C2C3CC4CC(C3)CC2C4)C(=O)C1c1ccccc1. Starting materials: COC(=O)C(c1ccccc1)N(C(=O)NC1C2CC3CC(C2)CC1C3)C(C)C, Cc1ccccc1, ClCCl. As a reaction SMILES: [CH3:1][O:2][C:3]([CH:4]([c:5]1[cH:6][cH:7][cH:8][cH:9][cH:10]1)[N:11]([C:12](=[O:13])[NH:14][CH:15]1[CH:16]2[CH2:17][CH:18]3[CH2:19][CH:20]([CH2:21][CH:22]1[CH2:23]3)[CH2:24]2)[CH:25]([CH3:26])[CH3:27])=[O:28].[CH3:29][c:30]1[cH:31][cH:32][cH:33][cH:34][cH:35]1.[Cl:36][CH2:37][Cl:38]>>[C:3]1(=[O:28])[CH:4]([c:5]2[cH:6][cH:7][cH:8][cH:9][cH:10]2)[N:11]([CH:25]([CH3:26])[CH3:27])[C:12](=[O:13])[N:14]1[CH:15]1[CH:16]2[CH2:17][CH:18]3[CH2:19][CH:20]([CH2:21][CH:22]1[CH2:23]3)[CH2:24]2. Reactants: O (Water), C(C)(=O)OC=1C(=C(C2=C(CCC(O2)(C)CCBr)C1C)C)C (3,4-dihydro-2-(2- bromoethyl)-2,5,7,8-tetramethyl-2H-benzopyran-6-yl acetate), liquid, CNC (dimethylamine). Run in CN(C=O)C (dimethylformamide). Reaction conditions: time 40 hour. Product: C(C)(=O)OC=1C(=C(C2=C(CCC(O2)(C)CCN(C)C)C1C)C)C (3,4-dihydro-2-(2-dimethylaminoethyl)-2,5,7,8-tetramethyl-2H-benzopyran-6-yl acetate). RXN SMILES: [C:1]([O:4][C:5]1[C:6]([CH3:21])=[C:7]([CH3:20])[C:8]2[O:13][C:12]([CH2:15][CH2:16]Br)([CH3:14])[CH2:11][CH2:10][C:9]=2[C:18]=1[CH3:19])(=[O:3])[CH3:2].[CH3:22][NH:23][CH3:24].O>CN(C)C=O>[C:1]([O:4][C:5]1[C:6]([CH3:21])=[C:7]([CH3:20])[C:8]2[O:13][C:12]([CH2:15][CH2:16][N:23]([CH3:24])[CH3:22])([CH3:14])[CH2:11][CH2:10][C:9]=2[C:18]=1[CH3:19])(=[O:3])[CH3:2]. Reported procedure: A mixture of 3.55 g (0.01 mol) of 3,4-dihydro-2-(2- bromoethyl)-2,5,7,8-tetramethyl-2H-benzopyran-6-yl acetate and 2.0 g of liquid dimethylamine in 50 ml of dimethylformamide is stirred at room temperature for 40 hours. Water is added and the product is extracted with ethyl acetate and ethyl ether. The extract is washed with water, dried over anhydrous sodium sulfate, filtered and evaporated. The resulting oil crystallizes from a mixture of ethyl ether and pentane to give 2.05 g of 3,4-dihydro-2... Starting materials: C(C)(C)(C)OC(=O)N1CC(C1)N1CC(NCC1)=O (3-(3-oxopiperazin-1-yl)azetidine-1-carboxylic acid tert-butyl ester), C(=O)(C(F)(F)F)O (TFA). The solvent is C(Cl)Cl (DCM). Reaction conditions: time 2 hour. Product: N1CC(C1)N1CC(NCC1)=O (4-Azetidin-3-ylpiperazin-2-one). Isolated yield 93.2%. As a reaction SMILES: C(OC([N:8]1[CH2:11][CH:10]([N:12]2[CH2:17][CH2:16][NH:15][C:14](=[O:18])[CH2:13]2)[CH2:9]1)=O)(C)(C)C.C(O)(C(F)(F)F)=O>C(Cl)Cl>[NH:8]1[CH2:9][CH:10]([N:12]2[CH2:17][CH2:16][NH:15][C:14](=[O:18])[CH2:13]2)[CH2:11]1. Procedure details: A mixture of 3-(3-oxopiperazin-1-yl)azetidine-1-carboxylic acid tert-butyl ester (400 mg, 1.57 mmol) and TFA (3 mL) in DCM (6 mL) was stirred at room temperature for 2 h. The reaction mixture was loaded onto an Isolute® SCX-2 cartridge which was washed with MeOH/DCM and the product eluted with 2M NH3/MeOH affording 4-Azetidin-3-ylpiperazin-2-one as a white solid (227 mg, 93%). 1H NMR (CDCl3, 300 MHz): δ 6.08 (s, 1 H); 3.63-3.56 (m, 3 H); 3.42-3.35 (m, 3 H); 3.31 (t, J=6.74 Hz, 1 H); 3.03 (s, 2 H... Starting materials: C(=O)([O-])[O-].[K+].[K+] (K2CO3), C(C)NC=1C=C(C=C2C(NC(S2)=O)=O)C=CC1[N+](=O)[O-] (5-(3-Ethylamino-4-nitro-benzylidene)-thiazolidine-2,4-dione), S(=O)([O-])S(=O)[O-].[Na+].[Na+] (sodium hydrosulfite). Solvent: C1CCOC1 (THF), O (water). The product is C(C)NC=1C=C(C=C2C(NC(S2)=O)=O)C=CC1N (5-(3-Ethylamino-4-amino-benzylidene)-thiazolidine-2,4-dione). As a reaction SMILES: [CH2:1]([NH:3][C:4]1[CH:5]=[C:6]([CH:15]=[CH:16][C:17]=1[N+:18]([O-])=O)[CH:7]=[C:8]1[S:12][C:11](=[O:13])[NH:10][C:9]1=[O:14])[CH3:2].S(S([O-])=O)([O-])=O.[Na+].[Na+].C([O-])([O-])=O.[K+].[K+]>C1COCC1.O>[CH2:1]([NH:3][C:4]1[CH:5]=[C:6]([CH:15]=[CH:16][C:17]=1[NH2:18])[CH:7]=[C:8]1[S:12][C:11](=[O:13])[NH:10][C:9]1=[O:14])[CH3:2] |f:1.2.3,4.5.6|. Procedure details: To a stirred solution of 5-(3-Ethylamino-4-nitro-benzylidene)-thiazolidine-2,4-dione in THF, a solution of sodium hydrosulfite (3 eq.) in water was slowly added followed by an aqueous solution of K2CO3. The reaction mixture was refluxed over night. THF was removed in vacuo and residue extracted with ethyl acetate The organic layer was dried on Na2SO4 and the solvent evaporated to give the corresponding aniline derivative, which was used without any further purification. The reactants are COC1=NC(=NC(=C1)OC)OC1=C(C=O)C=CC=C1 (2-(4,6-dimethoxy-2-pyrimidinyloxy)benzaldehyde), ClC1=C(CON)C=CC(=C1)Cl (2,4-dichlorobenzyloxyamine). Solvent: CO (methanol). Run at time 2 hour. Yields the product ClC1=C(CON=CC2=C(C=CC=C2)OC2=NC(=CC(=N2)OC)OC)C=CC(=C1)Cl (O-(2,4-dichlorobenzyl)-2-(4,6-dimethoxy-2-pyrimidinyloxy)benzaldoxime). Yield: 94.3%. RXN SMILES: [CH3:1][O:2][C:3]1[CH:8]=[C:7]([O:9][CH3:10])[N:6]=[C:5]([O:11][C:12]2[CH:19]=[CH:18][CH:17]=[CH:16][C:13]=2[CH:14]=O)[N:4]=1.[Cl:20][C:21]1[CH:29]=[C:28]([Cl:30])[CH:27]=[CH:26][C:22]=1[CH2:23][O:24][NH2:25]>CO>[Cl:20][C:21]1[CH:29]=[C:28]([Cl:30])[CH:27]=[CH:26][C:22]=1[CH2:23][O:24][N:25]=[CH:14][C:13]1[CH:16]=[CH:17][CH:18]=[CH:19][C:12]=1[O:11][C:5]1[N:4]=[C:3]([O:2][CH3:1])[CH:8]=[C:7]([O:9][CH3:10])[N:6]=1. Procedure details: 5.2 g of 2-(4,6-dimethoxy-2-pyrimidinyloxy)benzaldehyde and 3.8 g of 2,4-dichlorobenzyloxyamine were dissolved in 100 ml of methanol and the solution was stirred at room temperature for 2 hours. After the methanol was distilled out under reduced pressure, the resulting residue was recrystallized from isopropyl ether to obtain 8.1 g of O-(2,4-dichlorobenzyl)-2-(4,6-dimethoxy-2-pyrimidinyloxy)benzaldoxime. Reactants: C(CCC)[Li] (n-butyllithium), BrC1=C(N(C2=C1N=C(N=C2Cl)C)COCC[Si](C)(C)C)C (7-Bromo-4-chloro-2,6-dimethyl-5-{[2-(trimethylsilyl)ethoxy]methyl}-5H-pyrrolo[3,2-d]pyrimidine), CN(C)C=O (DMF). Solvent: O1CCCC1 (tetrahydrofurane). Run at temperature 0 celsius, time 30 minute. The product is ClC=1C2=C(N=C(N1)C)C(=C(N2COCC[Si](C)(C)C)C)C=O (4-Chloro-2,6-dimethyl-5-{[2-(trimethylsilyl)ethoxy]methyl}-5H-pyrrolo[3,2-d]pyrimidine-7-carbaldehyde). RXN SMILES: Br[C:2]1[C:6]2[N:7]=[C:8]([CH3:12])[N:9]=[C:10]([Cl:11])[C:5]=2[N:4]([CH2:13][O:14][CH2:15][CH2:16][Si:17]([CH3:20])([CH3:19])[CH3:18])[C:3]=1[CH3:21].C([Li])CCC.CN([CH:30]=[O:31])C>O1CCCC1>[Cl:11][C:10]1[C:5]2[N:4]([CH2:13][O:14][CH2:15][CH2:16][Si:17]([CH3:20])([CH3:19])[CH3:18])[C:3]([CH3:21])=[C:2]([CH:30]=[O:31])[C:6]=2[N:7]=[C:8]([CH3:12])[N:9]=1. Procedure: 7-Bromo-4-chloro-2,6-dimethyl-5-{[2-(trimethylsilyl)ethoxy]methyl}-5H-pyrrolo[3,2-d]pyrimidine from example A9 (12.41 g; 31.76 mmol) is dissolved in dry tetrahydrofurane (100 mL). At −78° C. n-butyllithium (12.7 mL; 31.76 mmol; 2.5M solution in n-hexane) is syringed into the stirred reaction mixture. After 30 min DMF (12.4 mL; 158.80 mmol) is added via syringe and the mixture is stirred for additional 2 hours at −78° C. and for 30 minutes at 0° C. The reaction is quenched by addition of 1M citri...